The task is: describe an organic reaction: reactants, conditions, products, and yield. This data is from the Open Reaction Database (ORD), a public repository of structured organic reaction records. Reactants: CC1(N=C(OC1)C1=CC=C(C=C1)OC(F)(F)F)C (4,4-dimethyl-2-[4-(trifluoromethoxy)phenyl]-4,5-dihydro-1,3-oxazole), C([O-])([O-])=O.[Na+].[Na+] (sodium carbonate), [Li]CCCC (nBuLi), S(=S)(=O)([O-])[O-].[Na+].[Na+] (sodium thiosulfate), BrBr (bromine). Solvent: O1CCCC1 (tetrahydrofuran), CCCCCC (hexane), CCOCC (ether). Reaction conditions: temperature -20 celsius, time 30 minute. Yields the product BrC1=C(C=CC(=C1)OC(F)(F)F)C=1OCC(N1)(C)C (2-[2-bromo-4-(trifluoromethoxy)phenyl]-4,4-dimethyl-4,5-dihydro-1,3-oxazole). Isolated yield 91.9%. Reaction SMILES: [CH3:1][C:2]1([CH3:18])[CH2:6][O:5][C:4]([C:7]2[CH:12]=[CH:11][C:10]([O:13][C:14]([F:17])([F:16])[F:15])=[CH:9][CH:8]=2)=[N:3]1.[Li]CCCC.[Br:24]Br.C(=O)([O-])[O-].[Na+].[Na+].S([O-])([O-])(=O)=S.[Na+].[Na+]>CCOCC.CCCCCC.O1CCCC1>[Br:24][C:12]1[CH:11]=[C:10]([O:13][C:14]([F:17])([F:15])[F:16])[CH:9]=[CH:8][C:7]=1[C:4]1[O:5][CH2:6][C:2]([CH3:18])([CH3:1])[N:3]=1 |f:3.4.5,6.7.8|. Reported procedure: To a 50 ml round bottom flask was loaded 4,4-dimethyl-2-[4-(trifluoromethoxy)phenyl]-4,5-dihydro-1,3-oxazole (0.5 g, 1.93 mmol) and 7 ml tetrahydrofuran. The resulting solution was cooled with dry ice acetone bath, and nbutyllithium (nBuLi) (2.5 M hexane solution, 0.85 ml, 2.12 mmol) was added via a syringe. The resulting reaction mixture was allowed to warm up to −20° C. and stirred at this temperature for 30 minutes. The reaction mixture was cooled back to −78° C. It was quenched by addition o... The reactants are [BH3-]C#N, CCOC(=O)N1CC(C)C(=O)C(C)C1, CCN, CO, Cl, [K+], [Na+], [OH-]. Yields the product CCNC1C(C)CN(C(=O)OCC)CC1C. Reaction SMILES: [C:21]([BH3-:22])#[N:23].[C:7](=[O:8])([O:9][CH2:10][CH3:11])[N:12]1[CH2:13][CH:14]([CH3:20])[C:15](=[O:19])[CH:16]([CH3:18])[CH2:17]1.[CH2:4]([CH3:5])[NH2:6].[CH3:25][OH:26].[ClH:3].[K+:2].[Na+:24].[OH-:1]>>[CH2:4]([CH3:5])[NH:6][CH:15]1[CH:14]([CH3:20])[CH2:13][N:12]([C:7](=[O:8])[O:9][CH2:10][CH3:11])[CH2:17][CH:16]1[CH3:18]. Reactants: O=C1CCC(CC1)C(=O)OCC (ethyl 4-oxocyclohexanecarboxylate), [OH-].[K+] (KOH), Cl (HCl). Run in CO (methanol). Run at temperature 50 celsius. Product: O=C1CCC(CC1)C(=O)O (4-Oxocyclohexanecarboxylic acid). Yield: 91.5%. RXN SMILES: [O:1]=[C:2]1[CH2:7][CH2:6][CH:5]([C:8]([O:10]CC)=[O:9])[CH2:4][CH2:3]1.[OH-].[K+].Cl>CO>[O:1]=[C:2]1[CH2:7][CH2:6][CH:5]([C:8]([OH:10])=[O:9])[CH2:4][CH2:3]1 |f:1.2|. Procedure: A mixture of ethyl 4-oxocyclohexanecarboxylate (1.74 g, 10 mmol), methanol (25 ml), and 17% aq. KOH (5 ml) was heated at 50° C. for 1.5 h. After being cooled to room temperature, the reaction mixture was acidified to pH 3 with conc. HCl, concentrated to 10 ml under reduced pressure, and extracted with chloroform (3×15 ml). The combined organic layers were dried over MgSO4, filtered, and concentrated to afford the desired ketone acid (1.30 g, 91%) as a colorless solid. mp 62-64° C.; 1H NMR (500 M... Reactants: C(C=1C(N)=CC=CC1)(=O)O (anthranilic acid), ClCCCBr (1-chloro-3-bromopropane), N1CCCCC1 (piperidine), C(C)(C)N (isopropylamine), C(C1=CC=C(C=C1)OC)=O (4-anisaldehyde). Yields the product C(C)(C)N1C(=NC2=CC=CC=C2C1=O)C1=CC=C(C=C1)OCCCN1CCCCC1 (3-Isopropyl-2-[4-(3-piperidin-1-ylpropoxy)phenyl]-4(3H)-quinazolinone). Reaction SMILES: [C:1]([OH:10])(=O)[C:2]1[C:3](=[CH:5][CH:6]=[CH:7][CH:8]=1)[NH2:4].[CH:11]([NH2:14])([CH3:13])[CH3:12].[CH:15](=O)[C:16]1[CH:21]=[CH:20][C:19]([O:22][CH3:23])=[CH:18][CH:17]=1.Cl[CH2:26][CH2:27][CH2:28]Br.[NH:30]1[CH2:35][CH2:34]C[CH2:32][CH2:31]1>>[CH:11]([N:14]1[C:1](=[O:10])[C:2]2[C:3](=[CH:5][CH:6]=[CH:7][CH:8]=2)[N:4]=[C:15]1[C:16]1[CH:21]=[CH:20][C:19]([O:22][CH2:23][CH2:32][CH2:31][N:30]2[CH2:35][CH2:34][CH2:28][CH2:27][CH2:26]2)=[CH:18][CH:17]=1)([CH3:13])[CH3:12]. Procedure details: The entitled compound was obtained according to the method of Example 1 but starting from anthranilic acid, isopropylamine, 4-anisaldehyde, 1-chloro-3-bromopropane and piperidine. Reactants: CC(C)(C(C(C(C(C)(C)C)=O)C)=O)C (2,2,4,6,6-pentamethyl-3,5-heptanedione), [H-].[Na+] (NaH), CI (methyl iodide). The solvent is O1CCCC1 (tetrahydrofurane). Yields the product CC(C)(C(C(C(C(C)(C)C)=O)(C)C)=O)C (2,2,4,4,6,6-hexamethyl-3,5-heptanedione). RXN SMILES: [H-].[Na+].[CH3:3][C:4]([CH3:16])([C:6](=[O:15])[CH:7]([CH3:14])[C:8](=[O:13])[C:9]([CH3:12])([CH3:11])[CH3:10])[CH3:5].[CH3:17]I>O1CCCC1>[CH3:10][C:9]([CH3:12])([C:8](=[O:13])[C:7]([CH3:17])([CH3:14])[C:6](=[O:15])[C:4]([CH3:3])([CH3:16])[CH3:5])[CH3:11] |f:0.1|. Procedure details: To a suspension of 1.6 g of NaH at 80% by weight in 42 ml of anhydrous tetrahydrofurane are added dropwise 8 g of 2,2,4,6,6-pentamethyl-3,5-heptanedione (0.04 moles). The content is stirred at ambient temperature until a homogeneous solution is obtained. 7.7 ml of methyl iodide are then added and a white precipitate forms almost immediately. The content is allowed to agitate at ambient temperature for 12 hours and then the solvent is evaporated. Some water is added (10 ml) and the content is ext... The reactants are Cn1ncc2c3oc(-c4ccccc4)c(-c4ccc(C5(NC(=O)OC(C)(C)C)CCC5)cc4)c(=O)c3ccc21, NC1(c2ccc(-c3c(-c4ccccc4)oc4ccc(F)cc4c3=O)cc2)CCC1. Yields the product Cn1ncc2c3oc(-c4ccccc4)c(-c4ccc(C5(N)CCC5)cc4)c(=O)c3ccc21. RXN SMILES: [C:30]([O:31][C:32](=[O:33])[NH:36][C:37]1([c:41]2[cH:42][cH:43][c:44](-[c:47]3[c:48](=[O:67])[c:49]4[c:50]([c:51]5[cH:52][n:53][n:54]([CH3:58])[c:55]5[cH:56][cH:57]4)[o:59][c:60]3-[c:61]3[cH:62][cH:63][cH:64][cH:65][cH:66]3)[cH:45][cH:46]2)[CH2:38][CH2:39][CH2:40]1)([CH3:34])([CH3:35])[CH3:68].[NH2:1][C:2]1([c:3]2[cH:4][cH:5][c:6](-[c:7]3[c:8](=[O:9])[c:10]4[c:11]([cH:12][cH:13][c:14]([F:15])[cH:16]4)[o:17][c:18]3-[c:19]3[cH:20][cH:21][cH:22][cH:23][cH:24]3)[cH:25][cH:26]2)[CH2:27][CH2:28][CH2:29]1>>[NH2:36][C:37]1([c:41]2[cH:42][cH:43][c:44](-[c:47]3[c:48](=[O:67])[c:49]4[c:50]([c:51]5[cH:52][n:53][n:54]([CH3:58])[c:55]5[cH:56][cH:57]4)[o:59][c:60]3-[c:61]3[cH:62][cH:63][cH:64][cH:65][cH:66]3)[cH:45][cH:46]2)[CH2:38][CH2:39][CH2:40]1. Reactants: COC1=CC=C(C=C1)C1=CC=C(C=C1)S(=O)(=O)C(C(=O)OC)(CC#CCN1CCN(CC1)C(=O)C(C)(C)C)N (Methyl 2-{[4′-methoxy-(1,1′-biphenyl)-4-yl]-sulfonyl}-amino-6-(4N-tert-butylcarbonylpiperazin-1N-yl)-hex-4ynoate), C#C (acetylene), C(C)(C)(C)NC([O-])=O (t-butyl-carbamate), N-tert-butoxycarbonyl-1,4-piperazine, C=O (paraformaldehyde). The product is COC1=CC=C(C=C1)C1=CC=C(C=C1)S(=O)(=O)C(C(=O)O)(CC#CCN1CCN(CC1)C(=O)OC(C)(C)C)N (2-{[4′-Methoxy-(1,1′-biphenyl)-4-yl]-sulfonyl}-amino-6-(4N-tert-butoxycarbonylpiperazin-1N-yl)-hex-4-ynoic acid). As a reaction SMILES: [CH3:1][O:2][C:3]1[CH:8]=[CH:7][C:6]([C:9]2[CH:14]=[CH:13][C:12]([S:15]([C:18]([NH2:39])([CH2:23][C:24]#[C:25][CH2:26][N:27]3[CH2:32][CH2:31][N:30]([C:33](C(C)(C)C)=[O:34])[CH2:29][CH2:28]3)[C:19]([O:21]C)=[O:20])(=[O:17])=[O:16])=[CH:11][CH:10]=2)=[CH:5][CH:4]=1.C=[O:41].C#C.[C:44](NC(=O)[O-])([CH3:47])([CH3:46])[CH3:45]>>[CH3:1][O:2][C:3]1[CH:8]=[CH:7][C:6]([C:9]2[CH:10]=[CH:11][C:12]([S:15]([C:18]([NH2:39])([CH2:23][C:24]#[C:25][CH2:26][N:27]3[CH2:32][CH2:31][N:30]([C:33]([O:41][C:44]([CH3:47])([CH3:46])[CH3:45])=[O:34])[CH2:29][CH2:28]3)[C:19]([OH:21])=[O:20])(=[O:17])=[O:16])=[CH:13][CH:14]=2)=[CH:5][CH:4]=1. Procedure: Methyl 2-{[4′-methoxy-(1,1′-biphenyl)-4-yl]-sulfonyl}-amino-6-(4N-tert-butylcarbonylpiperazin-1N-yl)-hex-4ynoate: N-tert-butoxycarbonyl-1,4-piperazine (8.14 g, 4.37 mmol) is coupled with paraformaldehyde (143 mg, 4.7 mmol wrt. monomer) and free acetylene 38e (1.48 g, 3.97 mmol) as described for compound 31a to give the title compound as a pale yellow syrup which soildified upon standing.